From a dataset of the Open Reaction Database (ORD), a public repository of structured organic reaction records. describe an organic reaction: reactants, conditions, products, and yield The reactants are C(C1=CC=CC=C1)(C1=CC=CC=C1)N1C(=C(C2=CC(=CC=C12)Cl)CCOC1=CC=C(C(=O)O)C=C1)CCNS(=O)(=O)CC1=CC=CC=C1 (4-[2-(1-Benzhydryl-2-{2-[(benzylsulfonyl)amino]ethyl}-5-chloro-1H-indol-3-yl)ethoxy]benzoic acid), S(N)(=O)(=O)C1=CC=C(C=C1)CS(=O)(=O)Cl ((4-Sulfamoyl-phenyl)-methanesulfonyl chloride). The product is NS(=O)(=O)C1=CC=C(CS(=O)(=O)NCCC=2N(C3=CC=C(C=C3C2CCOC2=CC=C(C(=O)O)C=C2)Cl)C(C2=CC=CC=C2)C2=CC=CC=C2)C=C1 (4-(2-{2-[2-({[4-(Aminosulfonyl)benzyl]sulfonyl}-amino)ethyl]-1-benzhydryl-5-chloro-1H-indol-3-yl}ethoxy)benzoic acid). As a reaction SMILES: [CH:1]([N:14]1[C:22]2[C:17](=[CH:18][C:19]([Cl:23])=[CH:20][CH:21]=2)[C:16]([CH2:24][CH2:25][O:26][C:27]2[CH:35]=[CH:34][C:30]([C:31]([OH:33])=[O:32])=[CH:29][CH:28]=2)=[C:15]1[CH2:36][CH2:37][NH:38][S:39]([CH2:42][C:43]1[CH:48]=[CH:47][CH:46]=[CH:45][CH:44]=1)(=[O:41])=[O:40])([C:8]1[CH:13]=[CH:12][CH:11]=[CH:10][CH:9]=1)[C:2]1[CH:7]=[CH:6][CH:5]=[CH:4][CH:3]=1.[S:49](C1C=CC(CS(Cl)(=O)=O)=CC=1)(=[O:52])(=[O:51])[NH2:50]>>[NH2:50][S:49]([C:46]1[CH:45]=[CH:44][C:43]([CH2:42][S:39]([NH:38][CH2:37][CH2:36][C:15]2[N:14]([CH:1]([C:2]3[CH:7]=[CH:6][CH:5]=[CH:4][CH:3]=3)[C:8]3[CH:9]=[CH:10][CH:11]=[CH:12][CH:13]=3)[C:22]3[C:17]([C:16]=2[CH2:24][CH2:25][O:26][C:27]2[CH:28]=[CH:29][C:30]([C:31]([OH:33])=[O:32])=[CH:34][CH:35]=2)=[CH:18][C:19]([Cl:23])=[CH:20][CH:21]=3)(=[O:41])=[O:40])=[CH:48][CH:47]=1)(=[O:52])=[O:51]. Procedure details: The title compound was prepared from 4-{2-[2-(2-amino-ethyl)-1-benzhydryl-5-chloro-1H-indol-3-yl]-ethoxy}-benzoic acid methyl ester (Step 6, Example 1) and (4-Sulfamoyl-phenyl)-methanesulfonyl chloride according to Example 1 Step 7. The reactants are C1(=C(C=CC=C1)N)N (1,2-phenylenediamine), O=C(C(=O)OCC)CCC(=O)OCC (diethyl 2-oxopentanedioate). Product: O=C1C(=NC2=CC=CC=C2N1)CCC(=O)OCC (Ethyl 3-(3-oxo-3,4-dihydro-2-quinoxalinyl)propanoate). The yield is 72.0%. Reaction SMILES: [C:1]1([NH2:8])[CH:6]=[CH:5][CH:4]=[CH:3][C:2]=1[NH2:7].O=[C:10]([CH2:16][CH2:17][C:18](OCC)=[O:19])[C:11]([O:13][CH2:14][CH3:15])=[O:12]>>[O:19]=[C:18]1[NH:8][C:1]2[C:2](=[CH:3][CH:4]=[CH:5][CH:6]=2)[N:7]=[C:17]1[CH2:16][CH2:10][C:11]([O:13][CH2:14][CH3:15])=[O:12]. Procedure: The title compound was prepared from 1,2-phenylenediamine and diethyl 2-oxopentanedioate using methods as described in the literature for similar compounds (Weygand et al., 1962) in 72% yield. The reactants are ClC=1C(=NC=CN1)C1(CN(CCC1)C)O (3-(3-Chloropyrazinyl)-1-methyl-3-piperidinol), S(=O)(Cl)Cl (thionyl chloride), [H-].[Na+] (NaH), C(CCCCC)S (hexanethiol). Solvent: C1CCOC1 (THF). Conditions: time 1 hour. Product: Cl.C(CCCCC)SC=1C(=NC=CN1)C=1CN(CCC1)C (3-(3-Hexylthiopyrazinyl)-1,2,5,6-tetrahydro-1-methylpyridine hydrochloride). Yield: 21.0%. Reaction SMILES: [Cl:1][C:2]1[C:3]([C:8]2(O)[CH2:13][CH2:12][CH2:11][N:10]([CH3:14])[CH2:9]2)=[N:4][CH:5]=[CH:6][N:7]=1.S(Cl)(Cl)=O.[H-].[Na+].[CH2:22]([SH:28])[CH2:23][CH2:24][CH2:25][CH2:26][CH3:27]>C1COCC1>[ClH:1].[CH2:22]([S:28][C:2]1[C:3]([C:8]2[CH2:9][N:10]([CH3:14])[CH2:11][CH2:12][CH:13]=2)=[N:4][CH:5]=[CH:6][N:7]=1)[CH2:23][CH2:24][CH2:25][CH2:26][CH3:27] |f:2.3,6.7|. Procedure details: A mixture of 1.1 g (0.0048 mol) of (1) and 7 ml of thionyl chloride was stirred 1 h, the excess thionyl chloride was evaporated, and the residue was treated with ice-water. The solution was made basic with 5 N NaOH and the mixture extracted 3× with 25 ml of CH2Cl2. The solvent was evaporated from the dried extracts, the residue was dissolved in 10 ml of THF, and the solution was added to a suspension of sodium hexylthiolate in THF prepared from 0.21 g (0.0091 mol) NaH, 2 ml (0.014 mol) hexanethi... Starting materials: FC(C=1C=C(C=CC1)N1CCNCC1)(F)F (1-(3-trifluoromethylphenyl)-piperazine), COC=1C(C=CC=CC1)=O (2-methoxy-2,4,6-cycloheptatrien-1-one). Solvent: CO (methanol). The product is FC(C=1C=C(C=CC1)N1CCN(CC1)C=1C(C=CC=CC1)=O)(F)F (2-[4-(3-Trifluoromethylphenyl)-1-piperazinyl]-2,4,6-cycloheptatrien-1-one). Isolated yield 122.2%. RXN SMILES: [F:1][C:2]([F:16])([F:15])[C:3]1[CH:4]=[C:5]([N:9]2[CH2:14][CH2:13][NH:12][CH2:11][CH2:10]2)[CH:6]=[CH:7][CH:8]=1.C[O:18][C:19]1[C:20](=O)[CH:21]=[CH:22][CH:23]=[CH:24][CH:25]=1>CO>[F:16][C:2]([F:1])([F:15])[C:3]1[CH:4]=[C:5]([N:9]2[CH2:14][CH2:13][N:12]([C:25]3[C:19](=[O:18])[CH:20]=[CH:21][CH:22]=[CH:23][CH:24]=3)[CH2:11][CH2:10]2)[CH:6]=[CH:7][CH:8]=1. Procedure details: A mixture of 1-(3-trifluoromethylphenyl)-piperazine (2.3 g) and 2-methoxy-2,4,6-cycloheptatrien-1-one (2.0 g) in methanol (50 ml) was refluxed for 24 hr and evaporated. The residue was chromatographed on silica gel (100 g) using ethyl acetate. The eluates were evaporated and crystallized from ethyl acetate-benzene to give the title compound (4.08 g): mp 112°-114° C.; ir (CHCl3) 1570 cm-1 ; uv max (MeOH)350 (ε=10575) and 256 nm (ε=31730); nmr (CDCl3)δ 3.5 (m, 8H) and 7.0 (m, 9H); and Anal. Calcd ... Reactants: [H-].[Na+] (sodium hydride), S1C(=NC=C1)S (1,3-thiazole-2-thiol), C(C)(C)(C)OC(=O)N1CCC(CC1)S(=O)(=O)C (4-methanesulfonyl-piperidine-carboxylic acid tert-butyl ester). Run in CN(C)C=O (DMF), CN(C)C=O (DMF). Conditions: time 30 minute. Product: C(C)(C)(C)OC(=O)N1CCC(CC1)SC=1SC=CN1 (4-(thiazol-2-ylsulfanyl)-piperidine-1-carboxylic acid tert-butyl ester). Isolated yield 30.5%. As a reaction SMILES: [H-].[Na+].[S:3]1[CH:7]=[CH:6][N:5]=[C:4]1[SH:8].[C:9]([O:13][C:14]([N:16]1[CH2:21][CH2:20][CH:19](S(C)(=O)=O)[CH2:18][CH2:17]1)=[O:15])([CH3:12])([CH3:11])[CH3:10]>CN(C=O)C>[C:9]([O:13][C:14]([N:16]1[CH2:21][CH2:20][CH:19]([S:8][C:4]2[S:3][CH:7]=[CH:6][N:5]=2)[CH2:18][CH2:17]1)=[O:15])([CH3:12])([CH3:10])[CH3:11] |f:0.1|. Reported procedure: To sodium hydride (60% wt. suspension in mineral oil, 108 mg) in dry DMF (5 ml) was added 1,3-thiazole-2-thiol (315 mg) at 0° C. After 30 minutes, 4-methanesulfonyl-piperidine-carboxylic acid tert-butyl ester (500 mg) was added as a solution in DMF (2 ml) and the reaction mixture was warmed up to room temperature overnight, then heated at 50° C. for 3 hours. Aqueous work-up and purification on silica yielded 4-(thiazol-2-ylsulfanyl)-piperidine-1-carboxylic acid tert-butyl ester (174 mg).